From a dataset of the Open Reaction Database (ORD), a public repository of structured organic reaction records. describe an organic reaction: reactants, conditions, products, and yield Reactants: [OH-].[Na+] (Sodium hydroxide), CC(C(=O)OC)(C(C)C)NC1=NOC(C2=C1C=CC=C2)=O (methyl 2,3-dimethyl-2-[(1-oxo-2,3-benzoxazin-4-yl)amino]butyrate), O1CCCC1 (tetrahydrofuran), S(O)(O)(=O)=O (sulfuric acid). Run in O (water), C(Cl)Cl (methylene chloride), O (water). Run at temperature 45 celsius, time 36 hour. Yields the product ON1C(=NC(C1=O)(C)C(C)C)C1=C(C(=O)O)C=CC=C1 (o-(1-Hydroxy-4-isopropyl-4-methyl-5-oxo-2-imidazolin-2-yl)benzoic acid). The yield is 76.0%. Reaction SMILES: [OH-].[Na+].[CH3:3][C:4]([NH:12][C:13]1[C:18]2[CH:19]=[CH:20][CH:21]=[CH:22][C:17]=2[C:16](=[O:23])[O:15][N:14]=1)([CH:9]([CH3:11])[CH3:10])[C:5]([O:7]C)=O.[O:24]1CCCC1.S(=O)(=O)(O)O>O.C(Cl)Cl>[OH:15][N:14]1[C:5](=[O:7])[C:4]([CH:9]([CH3:11])[CH3:10])([CH3:3])[N:12]=[C:13]1[C:18]1[CH:19]=[CH:20][CH:21]=[CH:22][C:17]=1[C:16]([OH:23])=[O:24] |f:0.1|. Reported procedure: Sodium hydroxide (0.58 g, 0.0145 mol) in water is added to a solution of methyl 2,3-dimethyl-2-[(1-oxo-2,3-benzoxazin-4-yl)amino]butyrate (2.0 g, 0.00689 mol) and tetrahydrofuran under a nitrogen atmosphere. The reaction mixture is stirred at 45° C. for 36 hours then at room temperature for 6 days. The reaction mixture is concentrated in vacuo to give an oil. The oil is dissolved into water. The aqueous solution is cooled with an ice-bath and concentrated sulfuric acid is added until a pH of abo... The reactants are CCOC(CCN1CCCNC1=O)OCC, C1CCOC1. The product is O=CCCN1CCCNC1=O. RXN SMILES: [CH2:1]([O:3][CH:4]([O:2][CH2:14][CH3:15])[CH2:5][CH2:6][N:7]1[C:8](=[O:13])[NH:9][CH2:10][CH2:11][CH2:12]1)[CH3:16].[O:17]1[CH2:18][CH2:19][CH2:20][CH2:21]1>>[O:3]=[CH:4][CH2:5][CH2:6][N:7]1[C:8](=[O:13])[NH:9][CH2:10][CH2:11][CH2:12]1. Starting materials: C1CSCCC1CC=O, CC1=CN=C(C=C1)N, [C-]#[N+]C1CCCCC1. The reagents and catalysts are O=C(O)C(F)(F)F (trifluoroacetic acid). Run in CC(C)O (isopropyl alcohol), CC(C)O (isopropylalcohol). Reaction conditions: temperature 22 celsius, time 20 hour. Yields the product Cc1ccc2nc(CC3CCSCC3)c(NC3CCCCC3)n2c1. The yield is 8.9%. RXN SMILES: CC1=CC=C(N)N=C1.[C-]#[N+]C1CCCCC1.O=CCC1CCSCC1>>CC1=CN2C(C=C1)=NC(CC1CCSCC1)=C2NC1CCCCC1. Starting materials: [N+](=O)([O-])C=CC=1C=C(C=CC1)NC(=O)C=1C(=CC=CC1)C1=CC=C(C=C1)C(F)(F)F (4'-Trifluoromethyl-biphenyl-2-carboxylic acid[3-(2-nitro-vinyl)-phenyl]amide), Cl (HCl). Reagents/catalysts: [Pd] (Pd/C). Run in C(C)O (ethanol). Conditions: time 19 hour. The product is Cl.NCCC=1C=C(C=CC1)NC(=O)C=1C(=CC=CC1)C1=CC=C(C=C1)C(F)(F)F (4'-Trifluoromethyl-biphenyl-2-carboxylic acid[3-(2-aminoethyl)-phenyl]amide hydrochloride). RXN SMILES: [N+:1]([CH:4]=[CH:5][C:6]1[CH:7]=[C:8]([NH:12][C:13]([C:15]2[C:16]([C:21]3[CH:26]=[CH:25][C:24]([C:27]([F:30])([F:29])[F:28])=[CH:23][CH:22]=3)=[CH:17][CH:18]=[CH:19][CH:20]=2)=[O:14])[CH:9]=[CH:10][CH:11]=1)([O-])=O.[ClH:31]>[Pd].C(O)C>[ClH:31].[NH2:1][CH2:4][CH2:5][C:6]1[CH:7]=[C:8]([NH:12][C:13]([C:15]2[C:16]([C:21]3[CH:22]=[CH:23][C:24]([C:27]([F:28])([F:29])[F:30])=[CH:25][CH:26]=3)=[CH:17][CH:18]=[CH:19][CH:20]=2)=[O:14])[CH:9]=[CH:10][CH:11]=1 |f:4.5|. Procedure: A Parr® hydrogenation flask was charged with the title product of Example 2 (1.90 g, 4.61 mmol), 10% Pd/C (0.58 g), 95% ethanol (20 mL), and conc. HCl (0.96 mL, 12 mmol). The mixture was hydrogenated, under hydrogen at 276 kPa (40 psi), for 19 hours. The catalyst was removed by filtration through Celite®, and the filtrate was concentrated to provide an oily, yellow-white solid, which was 85% pure by HPLC analysis. A portion of this material was purified as its free base (i.e., the HCl salt was d... Starting materials: C1(CC1)COC1=C(C=CC(=C1)F)C=1C2=C(N=CN1)C(=CN2)C(=O)O (4-(2-cyclopropylmethoxy-4-fluoro-phenyl)-5H-pyrrolo[3,2-d]pyrimidine-7-carboxylic acid), C(C)(C)(C)OC(N[C@@H]1CC[C@H](CC1)N)=O (trans-(4-amino-cyclohexyl)-carbamic acid tert-butyl ester). Yields the product C(C)(C)(C)OC(N[C@@H]1CC[C@H](CC1)NC(=O)C1=CNC2=C1N=CN=C2C2=C(C=C(C=C2)F)OCC2CC2)=O (trans-(4-{[4-(2-Cyclopropylmethoxy-4-fluoro-phenyl)-5H-pyrrolo[3,2-d]pyrimidine-7-carbonyl]-amino}-cyclohexyl)-carbamic acid tert-butyl ester). As a reaction SMILES: [CH:1]1([CH2:4][O:5][C:6]2[CH:11]=[C:10]([F:12])[CH:9]=[CH:8][C:7]=2[C:13]2[C:14]3[NH:21][CH:20]=[C:19]([C:22]([OH:24])=O)[C:15]=3[N:16]=[CH:17][N:18]=2)[CH2:3][CH2:2]1.[C:25]([O:29][C:30](=[O:39])[NH:31][C@H:32]1[CH2:37][CH2:36][C@H:35]([NH2:38])[CH2:34][CH2:33]1)([CH3:28])([CH3:27])[CH3:26]>>[C:25]([O:29][C:30](=[O:39])[NH:31][C@H:32]1[CH2:33][CH2:34][C@H:35]([NH:38][C:22]([C:19]2[C:15]3[N:16]=[CH:17][N:18]=[C:13]([C:7]4[CH:8]=[CH:9][C:10]([F:12])=[CH:11][C:6]=4[O:5][CH2:4][CH:1]4[CH2:2][CH2:3]4)[C:14]=3[NH:21][CH:20]=2)=[O:24])[CH2:36][CH2:37]1)([CH3:28])([CH3:26])[CH3:27]. Procedure: Starting from 4-(2-cyclopropylmethoxy-4-fluoro-phenyl)-5H-pyrrolo[3,2-d]pyrimidine-7-carboxylic acid (example A76) and trans-(4-amino-cyclohexyl)-carbamic acid tert-butyl ester the title compound is obtained as colorless solid.